This data is from the Open Reaction Database (ORD), a public repository of structured organic reaction records. The task is: describe an organic reaction: reactants, conditions, products, and yield The reactants are N1([C@H](C(=O)ON2C(=O)CCC2=O)CCC1)C(=O)OC(C)(C)C (Boc-Pro-OSu), H-Thr (OBzl)-OH, N[C@@H]([C@H](O)C)C(=O)O (H-Thr), C(=O)(O)[O-].[Na+] (NaHCO3), CC(C)(C)OC(=O)N1CCC[C@H]1C(=O)ON2C(=O)CCC2=O (Boc-Pro-Osu), O1CCOCC1 (dioxane), Cl (hydrochloric acid), N-hydroxysuccinamide ester, N1([C@H](C(=O)O)CCC1)C(=O)OC(C)(C)C (Boc-Pro-OH). Solvent: O (water). Run at time 3 hour. Product: N1([C@H](C(=O)N[C@@H]([C@H](OCC2=CC=CC=C2)C)C(=O)O)CCC1)C(=O)OC(C)(C)C (Boc-Pro-Thr(OBzl)-OH). RXN SMILES: [N:1]1([C:16]([O:18][C:19]([CH3:22])([CH3:21])[CH3:20])=[O:17])[CH2:15][CH2:14][CH2:13][C@H:2]1[C:3]([O:5]N1C(=O)CCC1=O)=O.N1(C(OC(C)(C)C)=O)[CH2:30][CH2:29][CH2:28][C@H:24]1[C:25](O)=O.[NH2:38][C@H:39]([C:43]([OH:45])=[O:44])[C@@H](C)O.C([O-])(O)=O.[Na+].Cl.O1[CH2:57][CH2:56][O:55][CH2:54][CH2:53]1>O>[N:1]1([C:16]([O:18][C:19]([CH3:20])([CH3:21])[CH3:22])=[O:17])[CH2:15][CH2:14][CH2:13][C@H:2]1[C:3]([NH:38][C@H:39]([C:43]([OH:45])=[O:44])[C@@H:54]([CH3:53])[O:55][CH2:56][C:57]1[CH:25]=[CH:24][CH:28]=[CH:29][CH:30]=1)=[O:5] |f:3.4|. Procedure: Boc-Pro-Thr(OBzl)-OH was prepared by coupling Boc-Pro-OSu (the N-hydroxysuccinamide ester of Boc-Pro-OH) to H-Thr (OBzl) - OH. H-Thr (OBzl)-OH.HCL was dissolved in 25 ml of water, NaHCO3 (6.21 g, 73.9 mmoles) and a solution of Boc-Pro-Osu (5.07 g, 16.25 mmoles) in 25 ml of dioxane were added. After stirring 3 hours, the reaction mixture was acidified with hydrochloric acid and the product extracted into ethyl acetate. It was washed with 0.2N HCl prepared in saturated aqueous NaCl, saturated NaCl... Reactants: O1C(CN(CC2CO2)CC2=CC=CC=C2)C1 (N,N-bis(2,3-epoxypropyl)benzylamine), COC1=CC=C(C=C1)O (p-methoxyphenol), [Na] (sodium), [Na] (sodium), C1(=CC=CC=C1)O (phenol). Run in O1CCOCC1 (dioxane), O (water). Run at time 1 hour. The product is COC1=CC=C(OCC2OC(CN(C2)CC2=CC=CC=C2)CO)C=C1 (6-[(4-Methoxyphenoxy)methyl]-4-(phenylmethyl)-2-morpholinemethanol). Isolated yield 69.0%. RXN SMILES: [CH3:1][O:2][C:3]1[CH:8]=[CH:7][C:6]([OH:9])=[CH:5][CH:4]=1.[Na].C1(O)C=CC=CC=1.[O:18]1[CH2:33][CH:19]1[CH2:20][N:21]([CH2:26][C:27]1[CH:32]=[CH:31][CH:30]=[CH:29][CH:28]=1)[CH2:22][CH:23]1[O:25][CH2:24]1>O1CCOCC1.O>[CH3:1][O:2][C:3]1[CH:8]=[CH:7][C:6]([O:9][CH2:24][CH:23]2[CH2:22][N:21]([CH2:26][C:27]3[CH:28]=[CH:29][CH:30]=[CH:31][CH:32]=3)[CH2:20][CH:19]([CH2:33][OH:18])[O:25]2)=[CH:5][CH:4]=1 |^1:9|. Reported procedure: 6.21 G of p-methoxyphenol (0.05 mole Aldrich) is dissolved in 150 ml of dry dioxane and 0.4 g of finely cut sodium is added to the mixture. Stirring is continued for 1 hour after which all of the sodium is reacted with the phenol. Then 10.96 g (0.05 mole) N,N-bis(2,3-epoxypropyl)benzylamine is added and the mixture stirred for 1/2 hour under nitrogen. A flask is fitted with a reflux condenser and the mixture added and heated at reflux for 18 hours. After cooling to room temperature, the entire m... The reactants are NC=1C=C(C2=C(C=CO2)C1)CN1[C@@H]2CN([C@H](C1)C2)C(=O)OC(C)(C)C (tert-Butyl (1S,4S)-5-[(5-amino-1-benzofuran-7-yl)methyl]-2,5-diazabicyclo[2.2.1]heptane-2-carboxylate), C=1(C(=CC=CC1)S(=O)(=O)Cl)C (o-toluenesulfonyl chloride). The product is Cl.Cl.[C@@H]12N(C[C@@H](NC1)C2)CC2=CC(=CC=1C=COC12)NS(=O)(=O)C1=C(C=CC=C1)C (N-{7-[(1S,4S)-2,5-Diazabicyclo[2.2.1]hept-2-ylmethyl]-1-benzofuran-5-yl}-2-methylbenzenesulfonamide, dihydrochloride). Isolated yield 42.5%. Reaction SMILES: [NH2:1][C:2]1[CH:3]=[C:4]([CH2:11][N:12]2[CH2:17][C@@H:16]3[CH2:18][C@H:13]2[CH2:14][N:15]3C(OC(C)(C)C)=O)[C:5]2[O:9][CH:8]=[CH:7][C:6]=2[CH:10]=1.[C:26]1([CH3:36])[C:27]([S:32]([Cl:35])(=[O:34])=[O:33])=[CH:28][CH:29]=[CH:30][CH:31]=1>>[ClH:35].[ClH:35].[C@H:13]12[CH2:18][C@H:16]([NH:15][CH2:14]1)[CH2:17][N:12]2[CH2:11][C:4]1[C:5]2[O:9][CH:8]=[CH:7][C:6]=2[CH:10]=[C:2]([NH:1][S:32]([C:27]2[CH:28]=[CH:29][CH:30]=[CH:31][C:26]=2[CH3:36])(=[O:34])=[O:33])[CH:3]=1 |f:2.3.4|. Procedure: starting from tert-butyl (1S,4S)-5-[(5-amino-1-benzofuran-7-yl)methyl]-2,5-diazabicyclo[2.2.1]heptane-2-carboxylate (44 mg crude starting material, 0.10 mmol; obtained in Example 118, Step 2) and o-toluenesulfonyl chloride (22 μL, 0.15 mmol). The title compound (15 mg, 31%) was obtained as an off-white solid. HPLC 98%, RT=1.37 min (System A; 10-97% MeCN over 3 min), 97%, RT=1.21 min (System B; 10-97% MeCN over 3 min). 1H NMR (400 MHz, methanol-d4) δ ppm 2.28-2.34 (m, 1H) 2.66 (s, 3H) 2.67-2.72 (... Starting materials: CCN(CC)c1nc2c(C(=O)[O-])cccc2o1, Cl, Cl, [Li+], NC1CN2CCC1CC2. The product is CCN(CC)c1nc2c(C(=O)NC3CN4CCC3CC4)cccc2o1. As a reaction SMILES: [CH2:1]([CH3:2])[N:3]([c:4]1[o:5][c:6]2[c:7]([n:8]1)[c:9]([C:13](=[O:14])[O-:15])[cH:10][cH:11][cH:12]2)[CH2:16][CH3:17].[ClH:19].[ClH:20].[Li+:18].[NH2:21][CH:22]1[CH2:23][N:24]2[CH2:25][CH2:26][CH:27]1[CH2:28][CH2:29]2>>[CH2:1]([CH3:2])[N:3]([c:4]1[o:5][c:6]2[c:7]([n:8]1)[c:9]([C:13](=[O:15])[NH:21][CH:22]1[CH2:23][N:24]3[CH2:25][CH2:26][CH:27]1[CH2:28][CH2:29]3)[cH:10][cH:11][cH:12]2)[CH2:16][CH3:17]. Starting materials: C(CCC)(=O)C=1C=NC2=C(C=CC=C2C1Cl)OC (3-Butyryl-4-chloro-8-methoxyquinoline), NC1=CC=C(CO)C=C1 (4-aminobenzyl alcohol), amine. Solvent: O1CCOCC1 (1,4-dioxan). Run at time 6 hour. The product is C(CCC)(=O)C=1C=NC2=C(C=CC=C2C1NC1=CC=C(C=C1)CO)OC (3-butyryl-4-(4-hydroxymethylphenylamino)-8-methoxyquinoline). Isolated yield 53.5%. Reaction SMILES: [C:1]([C:6]1[CH:7]=[N:8][C:9]2[C:14]([C:15]=1Cl)=[CH:13][CH:12]=[CH:11][C:10]=2[O:17][CH3:18])(=[O:5])[CH2:2][CH2:3][CH3:4].[NH2:19][C:20]1[CH:27]=[CH:26][C:23]([CH2:24][OH:25])=[CH:22][CH:21]=1>O1CCOCC1>[C:1]([C:6]1[CH:7]=[N:8][C:9]2[C:14]([C:15]=1[NH:19][C:20]1[CH:27]=[CH:26][C:23]([CH2:24][OH:25])=[CH:22][CH:21]=1)=[CH:13][CH:12]=[CH:11][C:10]=2[O:17][CH3:18])(=[O:5])[CH2:2][CH2:3][CH3:4]. Reported procedure: 3-Butyryl-4-chloro-8-methoxyquinoline (2 g, 8 mmol), 4-aminobenzyl alcohol (2.3 g, I2 mmol) and 1,4-dioxan (50 ml) were heated at 70° for 1.5 hours, then more amine (0.9 g, 8 mmol) was added and heating continued for a further 6 hours. The solvent was evaporated and the product converted to free base. Recrystallisation from chloroform/ether gave 3-butyryl-4-(4-hydroxymethylphenylamino)-8-methoxyquinoline (1.5 g), m.p. 187°-189°. The reactants are O.O.[Cr](=O)(=O)([O-])O[Cr](=O)(=O)[O-].[Na+].[Na+] (sodium dichromate dihydrate), 44.2, ClCC(COC1=CC=C(C=C1)Cl)O (1-chloro-3-(p-chlorophenoxy)-2-propanol), 45, S(O)(O)(=O)=O (sulfuric acid). The solvent is O (water), O (water). Conditions: time 48 hour. The product is 25.2, ClCC(COC1=CC=C(C=C1)Cl)=O (1-chloro-3-(p-chlorophenoxy)-2-propanone). Reaction SMILES: [Cl:1][CH2:2][CH:3]([OH:13])[CH2:4][O:5][C:6]1[CH:11]=[CH:10][C:9]([Cl:12])=[CH:8][CH:7]=1.O.O.[Cr](O[Cr]([O-])(=O)=O)([O-])(=O)=O.[Na+].[Na+].S(=O)(=O)(O)O>O>[Cl:1][CH2:2][C:3](=[O:13])[CH2:4][O:5][C:6]1[CH:11]=[CH:10][C:9]([Cl:12])=[CH:8][CH:7]=1 |f:1.2.3.4.5|. Procedure: To a stirred suspension of 44.2 parts of 1-chloro-3-(p-chlorophenoxy)-2-propanol in 75 parts of water are added 32.3 parts of sodium dichromate dihydrate. Then there is added dropwise, during a 5-hour period, a solution of 45 parts of sulfuric acid in 25 parts of water at a temperature <30° C. Upon completion, stirring is continued for 48 hours. The reaction mixture is poured onto water and the product is extracted twice with diisopropyl ether. The combined extracts are washed three times with w...